This data is from the Open Reaction Database (ORD), a public repository of structured organic reaction records. The task is: describe an organic reaction: reactants, conditions, products, and yield Reactants: N[C@@H](C(=O)NC1=CC2=C(CCN(CC2)C)C=C1)CCC1=NN=NN1 ((R)-2-amino-N-(3-methyl-2,3,4,5-tetrahydro-1H-benzo[d]azepin-7-yl)-4-(1H-tetrazol-5-yl)-butyramide), ClC1=CC=C(S1)C(=O)O (5-chloro-thiophene-2-carboxylic acid), CN(C)C(=[N+](C)C)ON1C2=C(C=CC=C2)N=N1.[B-](F)(F)(F)F (TBTU), CN1CCOCC1 (NMM), C(=O)(C(F)(F)F)O (TFA). Solvent: CN(C)C=O (DMF), CN(C)C=O (DMF). Reaction conditions: time 15 minute. The product is N1N=NN=C1CC[C@H](C(NC1=CC2=C(CCN(CC2)C)C=C1)=O)NC(=O)C=1SC(=CC1)Cl ((R)-5-chloro-thiophene-2-carboxylic acid-N-[3-(1H-tetrazol-5-yl)-1-(3-methyl-2,3,4,5-tetrahydro-1H-benzo[d]azepin-7-ylcarbamoyl)-propyl]-amide). RXN SMILES: [Cl:1][C:2]1[S:6][C:5]([C:7]([OH:9])=O)=[CH:4][CH:3]=1.CN(C(ON1N=NC2C=CC=CC1=2)=[N+](C)C)C.[B-](F)(F)(F)F.CN1CCOCC1.[NH2:39][C@H:40]([CH2:56][CH2:57][C:58]1[NH:62][N:61]=[N:60][N:59]=1)[C:41]([NH:43][C:44]1[CH:55]=[CH:54][C:47]2[CH2:48][CH2:49][N:50]([CH3:53])[CH2:51][CH2:52][C:46]=2[CH:45]=1)=[O:42].C(O)(C(F)(F)F)=O>CN(C=O)C>[NH:62]1[C:58]([CH2:57][CH2:56][C@@H:40]([NH:39][C:7]([C:5]2[S:6][C:2]([Cl:1])=[CH:3][CH:4]=2)=[O:9])[C:41](=[O:42])[NH:43][C:44]2[CH:55]=[CH:54][C:47]3[CH2:48][CH2:49][N:50]([CH3:53])[CH2:51][CH2:52][C:46]=3[CH:45]=2)=[N:59][N:60]=[N:61]1 |f:1.2|. Reported procedure: 13 mg (0.08 mmol) 5-chloro-thiophene-2-carboxylic acid are dissolved in 0.5 ml DMF, mixed at room temperature with 26 mg (0.08 mmol) TBTU and 50 μl (0.45 mmol) NMM and stirred for 15 min. A solution of 32 mg (0.08 mmol) (R)-2-amino-N-(3-methyl-2,3,4,5-tetrahydro-1H-benzo[d]azepin-7-yl)-4-(1H-tetrazol-5-yl)-butyramide in 1 ml DMF is added to the reaction mixture and it is stirred overnight at room temperature. The reaction mixture is acidified with TFA, separated by chromatography through RP mate... The reactants are BrC=1C=C(C=CC1F)N1C(=NOC1=O)C=1C(=NON1)NCCNS(=O)(=O)NC(OCC(Cl)(Cl)Cl)=O (2,2,2-trichloroethyl ({[2-({4-[4-(3-bromo-4-fluorophenyl)-5-oxo-4,5-dihydro-1,2,4-oxadiazol-3-yl]-1,2,5-oxadiazol-3-yl}amino)ethyl]amino}sulfonyl)carbamate), C(C)(=O)O (Acetic acid). The reagents and catalysts are [Zn] (zinc). The solvent is O1CCCC1 (tetrahydrofuran). Reaction conditions: time 3 hour. Yields the product BrC=1C=C(C=CC1F)N1C(=NOC1=O)C=1C(=NON1)NCCNS(=O)(=O)N (N-[2-({4-[4-(3-Bromo-4-fluorophenyl)-5-oxo-4,5-dihydro-1,2,4-oxadiazol-3-yl]-1,2,5-oxadiazol-3-yl}amino)ethyl]sulfamide). The yield is 63.3%. As a reaction SMILES: [Br:1][C:2]1[CH:3]=[C:4]([N:9]2[C:13](=[O:14])[O:12][N:11]=[C:10]2[C:15]2[C:16]([NH:20][CH2:21][CH2:22][NH:23][S:24]([NH:27]C(=O)OCC(Cl)(Cl)Cl)(=[O:26])=[O:25])=[N:17][O:18][N:19]=2)[CH:5]=[CH:6][C:7]=1[F:8].C(O)(=O)C>O1CCCC1.[Zn]>[Br:1][C:2]1[CH:3]=[C:4]([N:9]2[C:13](=[O:14])[O:12][N:11]=[C:10]2[C:15]2[C:16]([NH:20][CH2:21][CH2:22][NH:23][S:24]([NH2:27])(=[O:25])=[O:26])=[N:17][O:18][N:19]=2)[CH:5]=[CH:6][C:7]=1[F:8]. Procedure: A solution of 2,2,2-trichloroethyl ({[2-({4-[4-(3-bromo-4-fluorophenyl)-5-oxo-4,5-dihydro-1,2,4-oxadiazol-3-yl]-1,2,5-oxadiazol-3-yl}amino)ethyl]amino}sulfonyl)carbamate (320 mg, 0.50 mmol; from Step Q, Method D) in tetrahydrofuran (THF, 4.0 mL) was stirred at room temperature. Acetic acid (0.30 mL, 5.3 mmol) and zinc flakes (160 mg, 2.5 mmol, 5.0 equiv.) were sequentially added. This reaction mixture was stirred at room temperature for 3 h. HPLC indicated reaction completion. The reaction mixtu... Reactants: ClC=1C=CC(=C(C1)SC1=CC=C(C(=O)OCC)C=C1)OC (Ethyl 4-[(5-chloro-2-methoxyphenyl)thio]benzoate), [OH-].[Li+] (lithium hydroxide), Cl (hydrochloric acid). Solvent: CO (methanol), O (water). Conditions: time 8 hour. The product is ClC=1C=CC(=C(C1)SC1=CC=C(C(=O)O)C=C1)OC (4-[(5-Chloro-2-methoxyphenyl)thio]benzoic acid). RXN SMILES: [Cl:1][C:2]1[CH:3]=[CH:4][C:5]([O:20][CH3:21])=[C:6]([S:8][C:9]2[CH:19]=[CH:18][C:12]([C:13]([O:15]CC)=[O:14])=[CH:11][CH:10]=2)[CH:7]=1.[OH-].[Li+].Cl>CO.O>[Cl:1][C:2]1[CH:3]=[CH:4][C:5]([O:20][CH3:21])=[C:6]([S:8][C:9]2[CH:19]=[CH:18][C:12]([C:13]([OH:15])=[O:14])=[CH:11][CH:10]=2)[CH:7]=1 |f:1.2|. Procedure: A mixture of the product from step (i) (0.24 g), lithium hydroxide (0.036 g) in methanol (30 ml) and water (5 ml) was stirred at RT overnight then acidified with 2M hydrochloric acid. The mixture was extracted with ethylacetate, the organics dried and evaporated under reduced pressure, yield 0.23 g Reactants: C(=O)(O)COC1=CC(=C(C=C1)C=1NC2=C(C=NC=C2)N1)OC (2-(4-Carboxymethoxy-2-methoxyphenyl)imidazo(4,5-c)-pyridine), Cl (hydrochloride). Yields the product C(=O)(O)COC1=CC(=C(C=C1)C=1NC2=C(C=NC=C2)N1)O (2-(4-Carboxymethoxy-2-hydroxyphenyl)imidazo(4,5-c)pyridine). RXN SMILES: [C:1]([CH2:4][O:5][C:6]1[CH:11]=[CH:10][C:9]([C:12]2[NH:13][C:14]3[CH:19]=[CH:18][N:17]=[CH:16][C:15]=3[N:20]=2)=[C:8]([O:21]C)[CH:7]=1)([OH:3])=[O:2].Cl>>[C:1]([CH2:4][O:5][C:6]1[CH:11]=[CH:10][C:9]([C:12]2[NH:13][C:14]3[CH:19]=[CH:18][N:17]=[CH:16][C:15]=3[N:20]=2)=[C:8]([OH:21])[CH:7]=1)([OH:3])=[O:2]. Procedure details: 2-(4-Carboxymethoxy-2-methoxyphenyl)imidazo(4,5-c)-pyridine, m.p. 235°, hydrochloride, m.p. 252°. Reactants: OCCCC1=CC(=C(C=C1)[C@@H]1CC[C@H](CC1)NC)CNC (trans-4-[4-(3-hydroxypropyl)methylaminomethyl-phenyl]-N-methylcyclohexylamine), C1C(CCC2=CC=CC=C12)C(=O)Cl (1,2,3,4-tetrahydronaphthalene-2-carboxylic acid chloride). Product: OCCCC1=CC(=C(C=C1)[C@@H]1CC[C@H](CC1)N(C(=O)C1CC2=CC=CC=C2CC1)C)CNC (trans-4-[4-(3-hydroxypropyl)methylaminomethylphenyl]-N-methyl-N-(1,2,3,4-tetrahydronaphthalene-2-carbonyl)-cyclohexylamine). RXN SMILES: [OH:1][CH2:2][CH2:3][CH2:4][C:5]1[CH:10]=[CH:9][C:8]([C@H:11]2[CH2:16][CH2:15][C@H:14]([NH:17][CH3:18])[CH2:13][CH2:12]2)=[C:7]([CH2:19][NH:20][CH3:21])[CH:6]=1.[CH2:22]1[C:31]2[C:26](=[CH:27][CH:28]=[CH:29][CH:30]=2)[CH2:25][CH2:24][CH:23]1[C:32](Cl)=[O:33]>>[OH:1][CH2:2][CH2:3][CH2:4][C:5]1[CH:10]=[CH:9][C:8]([C@H:11]2[CH2:16][CH2:15][C@H:14]([N:17]([CH3:18])[C:32]([CH:23]3[CH2:24][CH2:25][C:26]4[C:31](=[CH:30][CH:29]=[CH:28][CH:27]=4)[CH2:22]3)=[O:33])[CH2:13][CH2:12]2)=[C:7]([CH2:19][NH:20][CH3:21])[CH:6]=1. Reported procedure: from trans-4-[4-(3-hydroxypropyl)methylaminomethyl-phenyl]-N-methylcyclohexylamine and 1,2,3,4-tetrahydronaphthalene-2-carboxylic acid chloride. Melting point: 93°-95° C. Starting materials: FC1=CC=C(C=C1)C1=NC(=NS1)C1=CC=C(C=C1)C (5-(4′-fluorophenyl)-3-(p-tolyl)-1,2,4-thiadiazole), C1CC(=O)N(C1=O)Br (NBS). Run in C(Cl)(Cl)(Cl)Cl (CCl4). Yields the product FC1=CC=C(C=C1)C1=NC(=NS1)C1=CC=C(C=C1)CBr (5-(4′-fluorophenyl)-3-(p-bromomethylphenyl)-1,2,4-thiadiazole). Isolated yield 106.8%. RXN SMILES: [F:1][C:2]1[CH:7]=[CH:6][C:5]([C:8]2[S:12][N:11]=[C:10]([C:13]3[CH:18]=[CH:17][C:16]([CH3:19])=[CH:15][CH:14]=3)[N:9]=2)=[CH:4][CH:3]=1.C1C(=O)N([Br:27])C(=O)C1>C(Cl)(Cl)(Cl)Cl>[F:1][C:2]1[CH:3]=[CH:4][C:5]([C:8]2[S:12][N:11]=[C:10]([C:13]3[CH:18]=[CH:17][C:16]([CH2:19][Br:27])=[CH:15][CH:14]=3)[N:9]=2)=[CH:6][CH:7]=1. Reported procedure: To a solution of 5-(4′-fluorophenyl)-3-(p-tolyl)-1,2,4-thiadiazole (0.16 g, 0.59 mmol) in CCl4 (20 ml) is added NBS (0.11 g, 0.59 mmol) and the mixture is heated to reflux for 36 hours. The mixture is cooled to room temperature and filtered through celite. The mother liquor is concentrated. The residue is taken up in chloroform (30 ml) and washed with water (30 ml). The organic layer is dried over MgSO4 and concentrated to yield 5-(4′-fluorophenyl)-3-(p-bromomethylphenyl)-1,2,4-thiadiazole, (0.2...